Dataset: the Open Reaction Database (ORD), a public repository of structured organic reaction records. Task: describe an organic reaction: reactants, conditions, products, and yield The reactants are ClC1=CC=C(C=C1)NC(OCC)=O (Ethyl N-(4-chlorophenyl)carbamate), OC(C(=O)OCC)C(=C)C (ethyl 2-hydroxy-3-methyl-3-butenoate). Reagents/catalysts: [Br-].C(CCC)[N+](CCCC)(CCCC)CCCC (tetrabutylammonium bromide). The solvent is C1(=CC=CC=C1)C (toluene). Reaction conditions: time 3.5 hour. Yields the product ClC1=CC=C(C=C1)N1C(OC(C1=O)=C(C)C)=O (3-(4-chlorophenyl)-5-isopropylidene-1,3-oxazolidine-2,4-dione). The yield is 40.5%. RXN SMILES: [Cl:1][C:2]1[CH:7]=[CH:6][C:5]([NH:8][C:9](=O)[O:10]CC)=[CH:4][CH:3]=1.[OH:14][CH:15]([C:21]([CH3:23])=[CH2:22])[C:16]([O:18]CC)=O>[Br-].C([N+](CCCC)(CCCC)CCCC)CCC.C1(C)C=CC=CC=1>[Cl:1][C:2]1[CH:7]=[CH:6][C:5]([N:8]2[C:16](=[O:18])[C:15](=[C:21]([CH3:22])[CH3:23])[O:14][C:9]2=[O:10])=[CH:4][CH:3]=1 |f:2.3|. Procedure: Ethyl N-(4-chlorophenyl)carbamate (2.02 g, 10.1 mmol), ethyl 2-hydroxy-3-methyl-3-butenoate (2.97 g, 22.8 mmol) and tetrabutylammonium bromide (243 mg, 1.5 mmol) were introduced into a flask (25 cc) equipped with a distillation unit, and the reaction was conducted at 200° C. for 3.5 hours. After the reaction solution was cooled to room temperature, toluene (20 mL) was added, and then the reaction solution was washed with water (20 mL), then 1N sodium hydroxide (20 mL) and 1N hydrochloric acid (2... The reactants are BrB(Br)Br, CCc1cc(C(=O)c2c(Cc3ccccc3)oc(C)c2C)cc(CC)c1OC, ClCCl, ClCCl. The product is CCc1cc(C(=O)c2c(Cc3ccccc3)oc(C)c2C)cc(CC)c1O. RXN SMILES: [B:29]([Br:30])([Br:31])[Br:32].[CH2:1]([c:2]1[cH:3][cH:4][cH:5][cH:6][cH:7]1)[c:8]1[o:9][c:10]([CH3:28])[c:11]([CH3:27])[c:12]1[C:13](=[O:14])[c:15]1[cH:16][c:17]([CH2:25][CH3:26])[c:18]([O:23][CH3:24])[c:19]([CH2:21][CH3:22])[cH:20]1.[Cl:33][CH2:34][Cl:35].[Cl:36][CH2:37][Cl:38]>>[CH2:1]([c:2]1[cH:3][cH:4][cH:5][cH:6][cH:7]1)[c:8]1[o:9][c:10]([CH3:28])[c:11]([CH3:27])[c:12]1[C:13](=[O:14])[c:15]1[cH:16][c:17]([CH2:25][CH3:26])[c:18]([OH:23])[c:19]([CH2:21][CH3:22])[cH:20]1. Reactants: ClC=1C=CC=2NC(=CC2C1)C. The reagents and catalysts are N=1C=CC(=CC1C=2N=CC=C(C2)C(C)(C)C)C(C)(C)C, O1BOC(C)(C)C1(C)C, C[OH2+].C[OH2+].C1CC=CCCC=C1.C1CC=CCCC=C1.[Ir].[Ir]. Run in CCCCCC. Run at temperature 60 celsius, time 20 hour. Product: ClC1=CC=2C=C(NC2C(=C1)B3OC(C)(C)C(O3)(C)C)C. Yield: 91.0%. RXN SMILES: C(Cl)Cl.[Cl:4][C:5]1[N:10]=[C:9]2[S:11][C:12]([SH:14])=[N:13][C:8]2=[CH:7][CH:6]=1.Br[CH:16]([C:20]1[CH:25]=[CH:24][CH:23]=[CH:22][CH:21]=1)[C:17]([OH:19])=[O:18]>C(N(CC)CC)C>[Cl:4][C:5]1[N:10]=[C:9]2[S:11][C:12]([S:14][CH:16]([C:20]3[CH:25]=[CH:24][CH:23]=[CH:22][CH:21]=3)[C:17]([OH:19])=[O:18])=[N:13][C:8]2=[CH:7][CH:6]=1. Run in C(C)N(CC)CC (triethylamine). Starting materials: C(Cl)Cl (methylene chloride), ClC1=CC=C2C(=N1)SC(=N2)S (5-chloro-2-mercaptothiazolo[5,4-b]pyridine), BrC(C(=O)O)C1=CC=CC=C1 (α-bromophenylacetic acid). The product is ClC1=CC=C2C(=N1)SC(=N2)SC(C(=O)O)C2=CC=CC=C2 (α-[(5-Chlorothiazolo[5,4-b]pyridin-2-yl)thio]α-phenyl acetic acid). Procedure details: A methylene chloride solution of 4.05 g (0.02 m) 5-chloro-2-mercaptothiazolo[5,4-b]pyridine, 4.30 g (0.02 m) α-bromophenylacetic acid and 4.0 g (0.04 m) triethylamine is heated to gentle reflux overnight. The methylene chloride solution is extracted twice with a dilute hydrochloric acid solution and once with water and then dried over anhydrous MgSO4. After the solvent is removed, the residual solid is recrystallized from acetonitrile. 5.0 g (74% yield) of title compound, melting at 175°-7° C., ... The yield is 74.3%. The reactants are O=C[C@H](O)[C@@H](O)[C@@H](O)[C@H](O)CO (D-galactose), C(C)(CC)N (secondary butylamine), ClCCN=C=O (2-chloroethyl isocyanate). Product: ClCCNC(=O)N(C1[C@H](O)[C@@H](O)[C@@H](O)[C@H](O1)CO)C(C)CC (1-(2-chloroethyl)-3-sec.butyl-3-D-galactopyranosylurea). Yield: 66.1%. As a reaction SMILES: O=[CH:2][C@@H:3]([C@H:5]([C@H:7]([C@@H:9]([CH2:11][OH:12])[OH:10])[OH:8])[OH:6])[OH:4].[CH:13]([NH2:17])([CH2:15][CH3:16])[CH3:14].[Cl:18][CH2:19][CH2:20][N:21]=[C:22]=[O:23]>>[Cl:18][CH2:19][CH2:20][NH:21][C:22]([N:17]([CH:13]([CH2:15][CH3:16])[CH3:14])[CH:2]1[O:10][C@H:9]([CH2:11][OH:12])[C@H:7]([OH:8])[C@H:5]([OH:6])[C@H:3]1[OH:4])=[O:23]. Procedure: 3.6 g of D-galactose, 5 g of secondary butylamine and 3.0 g of 2-chloroethyl isocyanate are treated in the same manner as described in Example 5-(1). 4.5 g of 1-(2-chloroethyl)-3-sec.butyl-3-D-galactopyranosylurea are thereby obtained as pale brown caramel. Starting materials: C1NC(CC=2C3=CC=CC=C3NC12)C(=O)O ((3RS)-1,2,3,4-tetrahydro-β-carboline-3-carboxylic acid), BrCC(=O)OCC (ethyl bromoacetate), C(=S)=S (carbon disulfide), [OH-].[Na+] (NaOH), CS(=O)C (dimethylsulfoxide). The product is C(C)OC(=O)CSC(=S)N1CC=2NC3=CC=CC=C3C2CC1C(=O)O ((3RS)-2-[(Ethoxycarbonylmethylthio)thiocarbonyl]-1,2,3,4-tetrahydro-β-carboline-3-carboxylic acid). Yield: 37.3%. As a reaction SMILES: [CH2:1]1[C:13]2[NH:12][C:11]3[C:6](=[CH:7][CH:8]=[CH:9][CH:10]=3)[C:5]=2[CH2:4][CH:3]([C:14]([OH:16])=[O:15])[NH:2]1.[OH-].[Na+].CS(C)=O.Br[CH2:24][C:25]([O:27][CH2:28][CH3:29])=[O:26].[C:30](=[S:32])=[S:31]>>[CH2:28]([O:27][C:25]([CH2:24][S:32][C:30]([N:2]1[CH:3]([C:14]([OH:16])=[O:15])[CH2:4][C:5]2[C:6]3[C:11](=[CH:10][CH:9]=[CH:8][CH:7]=3)[NH:12][C:13]=2[CH2:1]1)=[S:31])=[O:26])[CH3:29] |f:1.2|. Procedure details: In the same manner as described in Example 6, (3RS)-1,2,3,4-tetrahydro-β-carboline-3-carboxylic acid (2.16 g), 10N NaOH (2 ml), dimethylsulfoxide (6 ml), carbon disulfide (912 mg) and ethyl bromoacetate (2.0 g) are reacted. The product is recrystallized from ethanol to give the title compound (1.41 g, 65%) as colorless needles, m.p. 190°-192° C. Reactants: N([C@@H](CC1=CC=CC=C1)C(=O)N[C@@H](CC1=CNC=N1)C(=O)O)C(=O)OCC1=CC=CC=C1 (Z-Phe-His-OH), C1CCC(CC1)N=C=NC2CCCCC2 (DCCI), N[C@@H](CC(C)C)C(=O)N[C@@H](C(C)C)C(=O)O.C(C)(C)(C)OC(=O)CCCC[NH-] (H-Leu-Val 4-tert.-butoxycarbonylbutyl amide), C=1C=CC2=C(C1)N=NN2O (HOBt). The product is N([C@@H](CC1=CC=CC=C1)C(=O)N[C@@H](CC1=CNC=N1)C(=O)N[C@@H](CC(C)C)C(=O)N[C@@H](C(C)C)C(=O)O)C(=O)OCC1=CC=CC=C1.C(C)(C)(C)OC(=O)CCCC[NH-] (Z-Phe-His-Leu-Val 4-tert.-butoxycarbonylbutyl amide). As a reaction SMILES: [NH:1]([C:23]([O:25][CH2:26][C:27]1[CH:32]=[CH:31][CH:30]=[CH:29][CH:28]=1)=[O:24])[C@H:2]([C:10]([NH:12][C@H:13]([C:20](O)=[O:21])[CH2:14][C:15]1[N:19]=[CH:18][NH:17][CH:16]=1)=[O:11])[CH2:3][C:4]1[CH:9]=[CH:8][CH:7]=[CH:6][CH:5]=1.[NH2:33][C@H:34]([C:39]([NH:41][C@H:42]([C:46]([OH:48])=[O:47])[CH:43]([CH3:45])[CH3:44])=[O:40])[CH2:35][CH:36]([CH3:38])[CH3:37].[C:49]([O:53][C:54]([CH2:56][CH2:57][CH2:58][CH2:59][NH-:60])=[O:55])([CH3:52])([CH3:51])[CH3:50].C1C=CC2N(O)N=NC=2C=1.C1CCC(N=C=NC2CCCCC2)CC1>>[NH:1]([C:23]([O:25][CH2:26][C:27]1[CH:32]=[CH:31][CH:30]=[CH:29][CH:28]=1)=[O:24])[C@H:2]([C:10]([NH:12][C@H:13]([C:20]([NH:33][C@H:34]([C:39]([NH:41][C@H:42]([C:46]([OH:48])=[O:47])[CH:43]([CH3:44])[CH3:45])=[O:40])[CH2:35][CH:36]([CH3:37])[CH3:38])=[O:21])[CH2:14][C:15]1[N:19]=[CH:18][NH:17][CH:16]=1)=[O:11])[CH2:3][C:4]1[CH:9]=[CH:8][CH:7]=[CH:6][CH:5]=1.[C:49]([O:53][C:54]([CH2:56][CH2:57][CH2:58][CH2:59][NH-:60])=[O:55])([CH3:52])([CH3:51])[CH3:50] |f:1.2,5.6|. Procedure details: In a manner analogous to that described in Example 1, using as starting materials 144 mg of Z-Phe-His-OH, 138 mg of H-Leu-Val-4-tert.-butoxycarbonylbutyl amide, 51 mg of HOBt and 89 mg of DCCI, the title compound is obtained after flash chromatography (180 g of silica gel 60, 40-63 μm, system N10). Rf (B2)=0.40, Rf (N8)=0.41.